The task is: describe an organic reaction: reactants, conditions, products, and yield. This data is from the Open Reaction Database (ORD), a public repository of structured organic reaction records. Starting materials: O=C(CCC1=CCCCC1)C1CCCC1, COC(=O)CC(C)=O, O=C([O-])[O-], C1CCOC1, [Li]CCCC, [H-], [K+], [K+], [Na+]. Product: O=C1CC(=O)OC(CCC2=CCCCC2)(C2CCCC2)C1. Reaction SMILES: [C:16]1([CH2:22][CH2:23][C:24](=[O:25])[CH:26]2[CH2:27][CH2:28][CH2:29][CH2:30]2)=[CH:17][CH2:18][CH2:19][CH2:20][CH2:21]1.[C:1]([CH2:2][C:3](=[O:4])[CH3:5])(=[O:6])[O:7][CH3:8].[C:31](=[O:32])([O-:33])[O-:34].[CH2:37]1[O:38][CH2:39][CH2:40][CH2:41]1.[CH3:11][CH2:12][CH2:13][CH2:14][Li:15].[H-:10].[K+:35].[K+:36].[Na+:9]>>[C:1]1(=[O:6])[CH2:2][C:3](=[O:4])[CH2:5][C:24]([CH2:23][CH2:22][C:16]2=[CH:17][CH2:18][CH2:19][CH2:20][CH2:21]2)([CH:26]2[CH2:27][CH2:28][CH2:29][CH2:30]2)[O:25]1.